This data is from the Open Reaction Database (ORD), a public repository of structured organic reaction records. The task is: describe an organic reaction: reactants, conditions, products, and yield Starting materials: C(C)C1=C(C=C2C=C(NC2=C1)C1=CC=C(C=N1)S(=O)(=O)N[C@H](C(F)(F)F)C)F ((S)-6-(6-ethyl-5-fluoro-1H-indol-2-yl)-N-(1,1,1-trifluoropropan-2-yl)pyridine-3-sulfonamide), ClS(=O)(=O)N=C=O (chlorosulfonyl isocyanate). The solvent is CN(C)C=O (DMF), C(C)#N (acetonitrile). Conditions: temperature 0 celsius, time 0.5 hour. The product is C(#N)C1=C(NC2=CC(=C(C=C12)F)CC)C1=CC=C(C=N1)S(=O)(=O)N[C@H](C(F)(F)F)C ((S)-6-(3-cyano-6-ethyl-5-fluoro-1H-indol-2-yl)-N-(1,1,1-trifluoropropan-2-yl)pyridine-3-sulfonamide). Reaction SMILES: [CH2:1]([C:3]1[CH:11]=[C:10]2[C:6]([CH:7]=[C:8]([C:12]3[N:17]=[CH:16][C:15]([S:18]([NH:21][C@@H:22]([CH3:27])[C:23]([F:26])([F:25])[F:24])(=[O:20])=[O:19])=[CH:14][CH:13]=3)[NH:9]2)=[CH:5][C:4]=1[F:28])[CH3:2].ClS([N:33]=[C:34]=O)(=O)=O>CN(C=O)C.C(#N)C>[C:34]([C:7]1[C:6]2[C:10](=[CH:11][C:3]([CH2:1][CH3:2])=[C:4]([F:28])[CH:5]=2)[NH:9][C:8]=1[C:12]1[N:17]=[CH:16][C:15]([S:18]([NH:21][C@@H:22]([CH3:27])[C:23]([F:25])([F:26])[F:24])(=[O:19])=[O:20])=[CH:14][CH:13]=1)#[N:33]. Reported procedure: To a solution of (S)-6-(6-ethyl-5-fluoro-1H-indol-2-yl)-N-(1,1,1-trifluoropropan-2-yl)pyridine-3-sulfonamide (0.22 g, 0.53 mmol) in a mixture of DMF (0.5 mL) and acetonitrile (0.5 mL) was added chlorosulfonyl isocyanate dropwise at −50° C. The reaction mixture was kept stirring at 0° C. for 0.5 hr and then quenched with ice, following by pouring into water. After 0.5 hr stirring at room temperature, the resulting solid was collected by filtration and washed with water, hexane and CH2Cl2. After a... The reactants are O=C([O-])[O-], CC#N, BrC1CCCC1, [Cl-], Cc1cc(Cl)c(N2C(=O)C3=CCCCN3C2=O)cc1O, [K+], [K+], [NH4+]. Yields the product Cc1cc(Cl)c(N2C(=O)C3=CCCCN3C2=O)cc1OC1CCCC1. As a reaction SMILES: [C:27](=[O:28])([O-:29])[O-:30].[CH3:35][C:36]#[N:37].[CH:21]1([Br:26])[CH2:22][CH2:23][CH2:24][CH2:25]1.[Cl-:33].[Cl:1][c:2]1[c:3]([N:10]2[C:11](=[O:20])[N:12]3[C:13](=[CH:14][CH2:15][CH2:16][CH2:17]3)[C:18]2=[O:19])[cH:4][c:5]([OH:9])[c:6]([CH3:8])[cH:7]1.[K+:31].[K+:32].[NH4+:34]>>[Cl:1][c:2]1[c:3]([N:10]2[C:11](=[O:20])[N:12]3[C:13](=[CH:14][CH2:15][CH2:16][CH2:17]3)[C:18]2=[O:19])[cH:4][c:5]([O:9][CH:21]2[CH2:22][CH2:23][CH2:24][CH2:25]2)[c:6]([CH3:8])[cH:7]1. Starting materials: O1C(C=CC1)C=1C(=NC=CC1)F (3-(2,5-dihydrofuran-2-yl)-2-fluoropyridine). Reagents/catalysts: [Pd] (Pd/C). Solvent: CO (methanol). Conditions: time 8 hour. Product: FC1=NC=CC=C1C1OCCC1 (2-fluoro-3-(tetrahydrofuran-2-yl)pyridine). Isolated yield 88.5%. RXN SMILES: [O:1]1[CH2:5][CH:4]=[CH:3][CH:2]1[C:6]1[C:7]([F:12])=[N:8][CH:9]=[CH:10][CH:11]=1>CO.[Pd]>[F:12][C:7]1[C:6]([CH:2]2[CH2:3][CH2:4][CH2:5][O:1]2)=[CH:11][CH:10]=[CH:9][N:8]=1. Reported procedure: A round-bottom flask containing 3-(2,5-dihydrofuran-2-yl)-2-fluoropyridine (170 mg, 1 mmol) and 10% Pd/C in methanol (3.1 mL) is evacuated under vacuum and filled with hydrogen with the aid of a balloon. The reaction is stirred overnight at room temperature and filtered over celite. The solvent is evaporated in vacuo to give 148 mg of 2-fluoro-3-(tetrahydrofuran-2-yl)pyridine. MS (m/z): 168 (M+1). Reactants: 3S, ClC=1C=CC(=C(C1)C1C2(C(NC(C1)=O)C1=C(C=CC(=C1)F)C)C(NC1=CC(=CC=C12)Cl)=O)OC(C(=O)NS(=O)(=O)C1CC1)(C)C (4′-[5-chloro-2-(2-cyclopropanesulfonylamino-1,1-dimethyl-2-oxo-ethoxy)-phenyl]-6-chloro-2′-(5-fluoro-2-methyl-phenyl)-spiro[3H-indole-3,3′-piperidine]-2,6′(1H)-dione), P12(=S)SP3(=S)SP(=S)(S1)SP(=S)(S2)S3 (P2S5). Solvent: C1CCOC1 (THF), C1(=CC=CC=C1)C (toluene). Run at temperature 50 celsius. Yields the product ClC1=CC=C2C(=C1)NC(C21C(NC(CC1C1=C(C=CC(=C1)Cl)OC(C(=O)NS(=O)(=O)C1CC1)(C)C)=S)C1=C(C=CC(=C1)F)C)=O (6-chloro-4′-[5-chloro-2-(2-cyclopropanesulfonylamino-1,1-dimethyl-2-oxo-ethoxy)-phenyl]-2′-(5-fluoro-2-methyl-phenyl)-6′-thioxo spiro[3H-indole-3,3′-piperidine]-2(1H)-one). The yield is 88.5%. RXN SMILES: [Cl:1][C:2]1[CH:3]=[CH:4][C:5]([O:33][C:34]([CH3:45])([CH3:44])[C:35]([NH:37][S:38]([CH:41]2[CH2:43][CH2:42]2)(=[O:40])=[O:39])=[O:36])=[C:6]([CH:8]2[CH2:13][C:12](=O)[NH:11][CH:10]([C:15]3[CH:20]=[C:19]([F:21])[CH:18]=[CH:17][C:16]=3[CH3:22])[C:9]32[C:30]2[C:25](=[CH:26][C:27]([Cl:31])=[CH:28][CH:29]=2)[NH:24][C:23]3=[O:32])[CH:7]=1.P12(SP3(SP(SP(S3)(S1)=S)(=S)S2)=S)=[S:47]>C1COCC1.C1(C)C=CC=CC=1>[Cl:31][C:27]1[CH:26]=[C:25]2[NH:24][C:23](=[O:32])[C:9]3([CH:8]([C:6]4[CH:7]=[C:2]([Cl:1])[CH:3]=[CH:4][C:5]=4[O:33][C:34]([CH3:45])([CH3:44])[C:35]([NH:37][S:38]([CH:41]4[CH2:42][CH2:43]4)(=[O:39])=[O:40])=[O:36])[CH2:13][C:12](=[S:47])[NH:11][CH:10]3[C:15]3[CH:20]=[C:19]([F:21])[CH:18]=[CH:17][C:16]=3[CH3:22])[C:30]2=[CH:29][CH:28]=1. Reported procedure: A mixture of chiral (2′S, 3S, 4′R)-4′-[5-chloro-2-(2-cyclopropanesulfonylamino-1,1-dimethyl-2-oxo-ethoxy)-phenyl]-6-chloro-2′-(5-fluoro-2-methyl-phenyl)-spiro[3H-indole-3,3′-piperidine]-2,6′(1H)-dione (12 mg, 0.018 mmol) and P2S5 (12 mg, 0.054 mmol) in THF (1 mL) was heated at 50° C. for 2 h, and then diluted with toluene (10 mL). The mixture was concentrated in vacuo and the residue was washed with DCM twice. The DCM layers were combined and concentrated. The residue was purified by flash chrom...